From a dataset of the Open Reaction Database (ORD), a public repository of structured organic reaction records. describe an organic reaction: reactants, conditions, products, and yield Yields the product ClC=1C=C(CNC2=NNC(C3=CC=C(C=C23)C#N)=O)C=CC1OC (4-(3-Chloro-4-methoxybenzyl)amino-6-cyano-1(2H)-phthalazinone). Run in CN1C(CCCC1)=O (N-methyl-2-piperidone). The reactants are O (water), C(C)(=O)O (acetic acid), C(C)(C)N(CC)C(C)C (diisopropylethylamine), ClC1=NN=C(C2=CC(=CC=C12)C#N)NCC1=CC(=C(C=C1)OC)Cl (1-Chloro-4-(3-chloro-4-methoxybenzyl)amino-6-cyanophthalazine). Reaction conditions: temperature 170 celsius, time 7 hour. Procedure: 1-Chloro-4-(3-chloro-4-methoxybenzyl)amino-6-cyanophthalazine (1.0 g) prepared in Example 1 was dissolved in 10 ml of N-methyl-2-piperidone, followed by the addition of 0.26 ml of acetic acid and 2.1 ml of diisopropylethylamine. The obtained mixture was stirred at 170° C. for 7 hours, followed by the addition of 100 ml of water. The crystals thus precipitated were recovered by filtration. RXN SMILES: Cl[C:2]1[C:11]2[C:6](=[CH:7][C:8]([C:12]#[N:13])=[CH:9][CH:10]=2)[C:5]([NH:14][CH2:15][C:16]2[CH:21]=[CH:20][C:19]([O:22][CH3:23])=[C:18]([Cl:24])[CH:17]=2)=[N:4][N:3]=1.C(O)(=[O:27])C.C(N(C(C)C)CC)(C)C.O>CN1CCCCC1=O>[Cl:24][C:18]1[CH:17]=[C:16]([CH:21]=[CH:20][C:19]=1[O:22][CH3:23])[CH2:15][NH:14][C:5]1[C:6]2[C:11](=[CH:10][CH:9]=[C:8]([C:12]#[N:13])[CH:7]=2)[C:2](=[O:27])[NH:3][N:4]=1. Starting materials: C(C)(C)(C)OC(C/C(/C(=O)O)=C\CCC1CCCCC1)=O ((E)-2-[2-(teri-butoxy)-2-oxoethyl]-5-cyclohexyl-2-pentenoic acid), 1,1′-bis[(2S,4S)-2,4-diethylphosphetano]ferrocene-(1,5-cyclooctadiene)-rhodium (I) tetrafluoroborate. Solvent: CO (methanol). The product is C(C)(C)(C)OC(C[C@H](C(=O)O)CCCC1CCCCC1)=O ((R)-2-[2-(tert-butoxy)-2-oxoethyl]-5-cyclohexylpentanoic acid). Yield: 99.2%. Reaction SMILES: [C:1]([O:5][C:6](=[O:21])[CH2:7]/[C:8](=[CH:12]\[CH2:13][CH2:14][CH:15]1[CH2:20][CH2:19][CH2:18][CH2:17][CH2:16]1)/[C:9]([OH:11])=[O:10])([CH3:4])([CH3:3])[CH3:2]>CO>[C:1]([O:5][C:6](=[O:21])[CH2:7][C@@H:8]([CH2:12][CH2:13][CH2:14][CH:15]1[CH2:16][CH2:17][CH2:18][CH2:19][CH2:20]1)[C:9]([OH:11])=[O:10])([CH3:4])([CH3:2])[CH3:3]. Procedure: A solution of (E)-2-[2-(teri-butoxy)-2-oxoethyl]-5-cyclohexyl-2-pentenoic acid (0.74 g, 2.5 mmol) and 1,1′-bis[(2S,4S)-2,4-diethylphosphetano]ferrocene-(1,5-cyclooctadiene)-rhodium (I) tetrafluoroborate (18 mg, 25 μmol) in methanol (2.5 ml) was stirred at 20-25° C. for 24 hours, under hydrogen (4 atmospheres, 60 p.s.i.). The mixture was then concentrated in vacuo to leave the title compound as a yellow oil (0.74 g, 98% conversion, enantiomeric excess=95%, 95% pure by NMR). Starting materials: C(Cl)Cl (DCM), C[Si](C)(C)Br (Trimethylsilylbromide), ClC=1C=C(C#N)C=C(C1C=1SC=2C(=NC=CC2N1)Cl)Cl (3,5-dichloro-4-(4-chloro-thiazolo[5,4-c]pyridine-2-yl)-benzonitrile), C([O-])([O-])=O.[K+].[K+] (potassium carbonate). The solvent is C(CC)#N (propionitrile). Conditions: temperature 90 celsius. Product: BrC1=NC=CC2=C1SC(=N2)C2=C(C=C(C#N)C=C2Cl)Cl (4-(4-Bromo-thiazolo[5,4-c]pyridine-2-yl)-3,5-dichloro-benzonitrile). The yield is 96.1%. Reaction SMILES: C[Si]([Br:5])(C)C.[Cl:6][C:7]1[CH:8]=[C:9]([CH:12]=[C:13]([Cl:25])[C:14]=1[C:15]1[S:16][C:17]2[C:18](Cl)=[N:19][CH:20]=[CH:21][C:22]=2[N:23]=1)[C:10]#[N:11].C(=O)([O-])[O-].[K+].[K+].C(Cl)Cl>C(#N)CC>[Br:5][C:18]1[C:17]2[S:16][C:15]([C:14]3[C:7]([Cl:6])=[CH:8][C:9]([C:10]#[N:11])=[CH:12][C:13]=3[Cl:25])=[N:23][C:22]=2[CH:21]=[CH:20][N:19]=1 |f:2.3.4|. Reported procedure: Trimethylsilylbromide (0.23 mL, 1.74 mmol) was added to a stirred solution of 3,5-dichloro-4-(4-chloro-thiazolo[5,4-c]pyridine-2-yl)-benzonitrile (295 mg, 0.87 mmol) in propionitrile (11 mL) and the mixture heated at 90° C. for 48 hours. The reaction mixture was allowed to cool and poured onto a mixture of saturated aqueous potassium carbonate solution and ice. DCM was added and the organic phase was separated, dried over Na2SO4 and concentrated to dryness under reduced pressure to give the desi... Reactants: NC1C(N(C2=C(C(=N1)C1=C(C=C(C=C1OC)C)OC)C=CC=C2)C)=O (3-amino-1,3-dihydro-5-(2,6-dimethoxy-4-methylphenyl)-1-methyl-1,4-benzodiazepin-2-one), ClC1=C(C=CC=C1)N=C=O (2-chlorophenyl isocyanate). The solvent is ClCCl (dichloromethane). Reaction conditions: time 8 hour. Product: ClC1=C(C=CC=C1)NC(NC1C(N(C2=C(C(=N1)C1=C(C=C(C=C1OC)C)OC)C=CC=C2)C)=O)=O (3-(2-chlorophenylureido)-1,3-dihydro-5-(2,6-dimethoxy-4-methylphenyl)-1-methyl-1,4-benzodiazepin-2-one). The yield is 91.0%. As a reaction SMILES: [NH2:1][CH:2]1[N:8]=[C:7]([C:9]2[C:14]([O:15][CH3:16])=[CH:13][C:12]([CH3:17])=[CH:11][C:10]=2[O:18][CH3:19])[C:6]2[CH:20]=[CH:21][CH:22]=[CH:23][C:5]=2[N:4]([CH3:24])[C:3]1=[O:25].[Cl:26][C:27]1[CH:32]=[CH:31][CH:30]=[CH:29][C:28]=1[N:33]=[C:34]=[O:35]>ClCCl>[Cl:26][C:27]1[CH:32]=[CH:31][CH:30]=[CH:29][C:28]=1[NH:33][C:34](=[O:35])[NH:1][CH:2]1[N:8]=[C:7]([C:9]2[C:14]([O:15][CH3:16])=[CH:13][C:12]([CH3:17])=[CH:11][C:10]=2[O:18][CH3:19])[C:6]2[CH:20]=[CH:21][CH:22]=[CH:23][C:5]=2[N:4]([CH3:24])[C:3]1=[O:25]. Reported procedure: To 56 mg of 3-amino-1,3-dihydro-5-(2,6-dimethoxy-4-methylphenyl)-1-methyl-1,4-benzodiazepin-2-one in 10 ml of dichloromethane is added 0.022 ml of 2-chlorophenyl isocyanate and the reaction mixture is then stirred at room temperature overnight. It is concentrated under vacuum and the residue is crystallized from isopropyl ether to give 3-(2-chlorophenylureido)-1,3-dihydro-5-(2,6-dimethoxy-4-methylphenyl)-1-methyl-1,4-benzodiazepin-2-one; m.p.=260° C.; Yield=91%. The reactants are CN(CCC1SC2=C(N(C=C1)C(C1=CC=C(C=C1)N)=O)C=CC=C2)C (2-(2-Dimethylaminoethyl)-5-(4-aminobenzoyl)-1,5-benzothiazepine), C1(=CC=CC=C1)C1=C(C(=O)Cl)C=CC=C1 (2-phenylbenzoyl chloride), Example 7, C=1(C(=CC=CC1)C(=O)Cl)C (2-toluoyl chloride). Procedure: Compound 12 as prepared in Example 7 (0.118 mg, 0.37 mM) was treated following the procedure of Example 8, with 2-toluoyl chloride (0.04 ml, 0.33 mM) substituted for 2-phenylbenzoyl chloride, to give a white solid product. m/z (MH+) 474. The product is CN(CCC1SC2=C(N(C=C1)C(C1=CC=C(C=C1)NC(C1=C(C=CC=C1)C)=O)=O)C=CC=C2)C (2-(2-Dimethylaminoethyl)-5-[4-(2-methylbenzoylamino)benzoyl]-1,5-benzothiazepine). RXN SMILES: [CH3:1][N:2]([CH3:25])[CH2:3][CH2:4][CH:5]1[CH:11]=[CH:10][N:9]([C:12](=[O:20])[C:13]2[CH:18]=[CH:17][C:16]([NH2:19])=[CH:15][CH:14]=2)[C:8]2[CH:21]=[CH:22][CH:23]=[CH:24][C:7]=2[S:6]1.[C:26]1([CH3:35])[C:27]([C:32](Cl)=[O:33])=[CH:28][CH:29]=[CH:30][CH:31]=1.C1(C2C=CC=CC=2C(Cl)=O)C=CC=CC=1>>[CH3:25][N:2]([CH3:1])[CH2:3][CH2:4][CH:5]1[CH:11]=[CH:10][N:9]([C:12](=[O:20])[C:13]2[CH:18]=[CH:17][C:16]([NH:19][C:32](=[O:33])[C:27]3[CH:28]=[CH:29][CH:30]=[CH:31][C:26]=3[CH3:35])=[CH:15][CH:14]=2)[C:8]2[CH:21]=[CH:22][CH:23]=[CH:24][C:7]=2[S:6]1. Starting materials: CN(C=O)C (dimethylformamide), N1=CC=CC2=C1NC1=C(NC2)C=CC=C1 (6,11-dihydro-5H-pyrido[2,3-b][1,5]benzodiazepine), C([O-])([O-])=O.[K+].[K+] (potassium carbonate), CN(C=O)C (dimethylformamide), FC1=C(C(=O)Cl)C=CC(=C1)F (2,4difluorobenzoylchloride). Conditions: time 20 minute. Product: N1=CC=CC2=C1NC1=C(NC2)C=CC=C1C(=O)C1=C(C=C(C=C1)N1N=C(C=C1)C)F ((5,11-Dihydro-pyrido[2,3-b][1,5]benzodiazepin-10-yl)-[2-fluoro-4-(3-methyl-pyrazol-1-yl)-phenyl]-methanone). Yield: 51.0%. As a reaction SMILES: [N:1]1[C:6]2[NH:7][C:8]3[CH:15]=[CH:14][CH:13]=[CH:12][C:9]=3[NH:10][CH2:11][C:5]=2[CH:4]=[CH:3][CH:2]=1.C(=O)([O-])[O-].[K+].[K+].[F:22][C:23]1[CH:31]=[C:30](F)[CH:29]=[CH:28][C:24]=1[C:25](Cl)=[O:26].C[N:34]([CH3:37])C=O>>[N:1]1[C:6]2[NH:7][C:8]3[C:15]([C:25]([C:24]4[CH:28]=[CH:29][C:30]([N:34]5[CH:37]=[CH:9][C:8]([CH3:15])=[N:7]5)=[CH:31][C:23]=4[F:22])=[O:26])=[CH:14][CH:13]=[CH:12][C:9]=3[NH:10][CH2:11][C:5]=2[CH:4]=[CH:3][CH:2]=1 |f:1.2.3|. Reported procedure: To a solution of 6,11-dihydro-5H-pyrido[2,3-b][1,5]benzodiazepine of Example 1, Step B (3.0 g, 15.2 mmol) in dimethylformamide (35 mL) under nitrogen was added potassium carbonate (6.3 g, 45.6 mmol) followed by a solution of the crude 2,4difluorobenzoylchloride of Step A (22.8 mmol) in dimethylformamide (15 mL). After stirring at room temperature for 20 minutes, the reaction mixture was washed with water and stirred to give a solid which was collected by filtration. The solid was dissolved in ch... Reactants: CC(C)(C)OC(=O)NC(CO)C(=O)O, C1CCC(NC2CCCCC2)CC1, C(=NC1CCCCC1)=NC1CCCCC1, C1CCOC1, O=C1CCC(=O)N1O, NCCCc1ccccc1. Yields the product CC(C)(C)OC(=O)NC(CO)C(=O)NCCCc1ccccc1. RXN SMILES: [C:29]([CH3:30])([CH3:31])([CH3:32])[O:33][C:34](=[O:35])[NH:36][CH:37]([CH2:38][OH:39])[C:40](=[O:41])[OH:42].[CH:16]1([NH:17][CH:18]2[CH2:19][CH2:20][CH2:21][CH2:22][CH2:23]2)[CH2:24][CH2:25][CH2:26][CH2:27][CH2:28]1.[CH:1]1([N:2]=[C:3]=[N:4][CH:5]2[CH2:6][CH2:7][CH2:8][CH2:9][CH2:10]2)[CH2:11][CH2:12][CH2:13][CH2:14][CH2:15]1.[O:61]1[CH2:62][CH2:63][CH2:64][CH2:65]1.[OH:43][N:44]1[C:45](=[O:46])[CH2:47][CH2:48][C:49]1=[O:50].[c:51]1([CH2:57][CH2:58][CH2:59][NH2:60])[cH:52][cH:53][cH:54][cH:55][cH:56]1>>[C:29]([CH3:30])([CH3:31])([CH3:32])[O:33][C:34](=[O:35])[NH:36][CH:37]([CH2:38][OH:39])[C:40](=[O:42])[NH:60][CH2:59][CH2:58][CH2:57][c:51]1[cH:52][cH:53][cH:54][cH:55][cH:56]1.